Dataset: the Open Reaction Database (ORD), a public repository of structured organic reaction records. Task: describe an organic reaction: reactants, conditions, products, and yield Reactants: P(Cl)(Cl)Cl (Phosphorus trichloride), solution, C1(=CC=CC=C1)CC(=O)N[C@H]1[C@@H]2N(C(=C(CS2=O)[C@H]2OCCC2)C(=O)OC(C2=CC=CC=C2)C2=CC=CC=C2)C1=O (Diphenylmethyl (6R, 7R)-7-phenylacetamido-3-[(S)-tetrahydrofuran-2-yl]ceph-3-em-4-carboxylate-1-oxide), CN(C=O)C (dimethylformamide). The solvent is C(C)(=O)OCC (ethyl acetate), ClCCl (dichloromethane), ClCCl (dichloromethane). Run at time 15 minute. The product is C1(=CC=CC=C1)CC(=O)N[C@H]1[C@@H]2N(C(=C(CS2)[C@H]2OCCC2)C(=O)OC(C2=CC=CC=C2)C2=CC=CC=C2)C1=O (Diphenylmethyl (6R, 7R)-7-phenylacetamido-3-[(S)-tetrahydrofuran-2-yl]ceph-3-em-4-carboxylate). Isolated yield 84.2%. RXN SMILES: P(Cl)(Cl)Cl.[C:5]1([CH2:11][C:12]([NH:14][C@@H:15]2[C:44](=[O:45])[N:17]3[C:18]([C:28]([O:30][CH:31]([C:38]4[CH:43]=[CH:42][CH:41]=[CH:40][CH:39]=4)[C:32]4[CH:37]=[CH:36][CH:35]=[CH:34][CH:33]=4)=[O:29])=[C:19]([C@@H:23]4[CH2:27][CH2:26][CH2:25][O:24]4)[CH2:20][S:21](=O)[C@H:16]23)=[O:13])[CH:10]=[CH:9][CH:8]=[CH:7][CH:6]=1.CN(C)C=O>ClCCl.C(OCC)(=O)C>[C:5]1([CH2:11][C:12]([NH:14][C@@H:15]2[C:44](=[O:45])[N:17]3[C:18]([C:28]([O:30][CH:31]([C:38]4[CH:39]=[CH:40][CH:41]=[CH:42][CH:43]=4)[C:32]4[CH:33]=[CH:34][CH:35]=[CH:36][CH:37]=4)=[O:29])=[C:19]([C@@H:23]4[CH2:27][CH2:26][CH2:25][O:24]4)[CH2:20][S:21][C@H:16]23)=[O:13])[CH:10]=[CH:9][CH:8]=[CH:7][CH:6]=1. Procedure details: Phosphorus trichloride (0.1 ml of a solution containing 0.17 ml/ml in dry dichloromethane) was added to a stirred, ice bath cooled, mixture of the sulphoxide from Example 5 (55 mg) and dry dimethylformamide (0.05 ml) in dry dichloromethane (2 ml). After stirring for 15 minutes at ice bath temperature the mixture was diluted with ethyl acetate (10 ml) and was washed with satd NaHCO3 (2 ml), and brine (3×2 ml). The dried (MgSO4) organic layer was evaporated and the residue was chromatographed on s... Reactants: C1(=CC=CC=2C(=CC=CC12)S(=O)(=O)O)S(=O)(=O)O.ClCC(C(C(N1C=NC=C1)OC1=CC=C(C=C1)C1=CC=C(C=C1)Cl)=O)(C)C (4-chloro-1-[4-(4-chlorophenyl)-phenoxy]-3,3-dimethyl-1-(imidazol-1-yl)-butan-2-one naphthalene-1,5-disulphonate), C([O-])(O)=O.[Na+] (sodium bicarbonate). The product is ClCC(C(C(N1C=NC=C1)OC1=CC=C(C=C1)C1=CC=C(C=C1)Cl)=O)(C)C (4-Chloro-1-[4-(4-chlorophenyl)-phenoxy]-3,3-dimethyl-1-(imidazol-1yl)-butan-2-one). RXN SMILES: C1(S(O)(=O)=O)C2C=CC=C(S(O)(=O)=O)C=2C=CC=1.[Cl:19][CH2:20][C:21]([CH3:45])([CH3:44])[C:22](=[O:43])[CH:23]([O:29][C:30]1[CH:35]=[CH:34][C:33]([C:36]2[CH:41]=[CH:40][C:39]([Cl:42])=[CH:38][CH:37]=2)=[CH:32][CH:31]=1)[N:24]1[CH:28]=[CH:27][N:26]=[CH:25]1.C(=O)(O)[O-].[Na+]>>[Cl:19][CH2:20][C:21]([CH3:45])([CH3:44])[C:22](=[O:43])[CH:23]([O:29][C:30]1[CH:35]=[CH:34][C:33]([C:36]2[CH:37]=[CH:38][C:39]([Cl:42])=[CH:40][CH:41]=2)=[CH:32][CH:31]=1)[N:24]1[CH:28]=[CH:27][N:26]=[CH:25]1 |f:0.1,2.3|. Procedure details: The 4-chloro-1-[4-(4-chlorophenyl)-phenoxy]-3,3-dimethyl-1-(imidazol-1-yl)-butan-2-one naphthalene-1,5-disulphonate obtained according to Example 4 was neutralized with sodium bicarbonate solution. 4-Chloro-1-[4-(4-chlorophenyl)-phenoxy]-3,3-dimethyl-1-(imidazol-1yl)-butan-2-one of melting point 97°-99° C. was obtained quantitatively. Starting materials: N(=C=O)CCC=1C=C(C=CC1)C1=NN(C=N1)C1=CC=C(C=C1)OC(F)(F)F (3-(3-(2-isocyanatoethyl)phenyl)-1-(4-(trifluoromethoxy)phenyl)-1H-1,2,4-triazole), C(C)C1=C(C=CC=C1)NC(=S)N (1-(2-ethylphenyl)thiourea). The product is C(C)C1=C(C=CC=C1)NC(=S)NC(=O)NCCC1=CC(=CC=C1)C1=NN(C=N1)C1=CC=C(C=C1)OC(F)(F)F (1-[(2-ethylphenyl)carbamothioyl]-3-[2-[3-[1-[4-(trifluoromethoxy)phenyl]-1H-1,2,4-triazol-3-yl]phenyl]ethyl]urea), solid. Isolated yield 35.0%. Reaction SMILES: [N:1]([CH2:4][CH2:5][C:6]1[CH:7]=[C:8]([C:12]2[N:16]=[CH:15][N:14]([C:17]3[CH:22]=[CH:21][C:20]([O:23][C:24]([F:27])([F:26])[F:25])=[CH:19][CH:18]=3)[N:13]=2)[CH:9]=[CH:10][CH:11]=1)=[C:2]=[O:3].[CH2:28]([C:30]1[CH:35]=[CH:34][CH:33]=[CH:32][C:31]=1[NH:36][C:37]([NH2:39])=[S:38])[CH3:29]>>[CH2:28]([C:30]1[CH:35]=[CH:34][CH:33]=[CH:32][C:31]=1[NH:36][C:37]([NH:39][C:2]([NH:1][CH2:4][CH2:5][C:6]1[CH:11]=[CH:10][CH:9]=[C:8]([C:12]2[N:16]=[CH:15][N:14]([C:17]3[CH:22]=[CH:21][C:20]([O:23][C:24]([F:26])([F:25])[F:27])=[CH:19][CH:18]=3)[N:13]=2)[CH:7]=1)=[O:3])=[S:38])[CH3:29]. Procedure: The title compound was prepared as described in Example 75 using 3-(3-(2-isocyanatoethyl)phenyl)-1-(4-(trifluoromethoxy)phenyl)-1H-1,2,4-triazole (CA44) and 1-(2-ethylphenyl)thiourea isolated as a white solid (0.104 g, 35%): 1H NMR (400 MHz, DMSO-d6) δ 12.01 (s, 1H), 10.13 (s, 1H), 9.42 (s, 1H), 8.15-8.05 (m, 2H), 8.05-7.96 (m, 2H), 7.67-7.57 (m, 2H), 7.56-7.45 (m, 2H), 7.39 (dt, J=7.7, 1.4 Hz, 1H), 7.33-7.25 (m, 1H), 7.25-7.17 (m, 2H), 7.09-6.96 (m, 1H), 3.47 (q, J=6.5 Hz, 2H), 2.89 (t, J=6.9 H... The reactants are CN(C)C(=O)C(O)c1cncc(Br)c1, ClCCl, O=C(OO)c1cccc(Cl)c1, O=C(O)c1ccccc1. Product: C[N+](C)([O-])C(=O)C(O)c1cncc(Br)c1. Reaction SMILES: [Br:1][c:2]1[cH:3][c:4]([CH:8]([C:9](=[O:10])[N:11]([CH3:12])[CH3:13])[OH:14])[cH:5][n:6][cH:7]1.[Cl:35][CH2:36][Cl:37].[OH:15][O:16][C:17]([c:18]1[cH:19][c:20]([Cl:21])[cH:22][cH:23][cH:24]1)=[O:25].[OH:26][C:27]([c:28]1[cH:29][cH:30][cH:31][cH:32][cH:33]1)=[O:34]>>[Br:1][c:2]1[cH:3][c:4]([CH:8]([C:9](=[O:10])[N+:11]([CH3:12])([CH3:13])[O-:15])[OH:14])[cH:5][n:6][cH:7]1. Reactants: C1CCOC1, COc1ccc(NC(SC)=C2C(=O)OC(C)(C)OC2=O)cc1OC, Cl[Hg]Cl, [NH4+], [OH-]. Product: COc1ccc(NC(N)=C2C(=O)OC(C)(C)OC2=O)cc1OC. RXN SMILES: [CH2:27]1[O:28][CH2:29][CH2:30][CH2:31]1.[CH3:1][O:2][c:3]1[cH:4][c:5]([NH:11][C:12](=[C:13]2[C:14](=[O:22])[O:15][C:16]([CH3:20])([CH3:21])[O:17][C:18]2=[O:19])[S:23][CH3:24])[cH:6][cH:7][c:8]1[O:9][CH3:10].[Hg:32]([Cl:33])[Cl:34].[NH4+:25].[OH-:26]>>[CH3:1][O:2][c:3]1[cH:4][c:5]([NH:11][C:12](=[C:13]2[C:14](=[O:22])[O:15][C:16]([CH3:20])([CH3:21])[O:17][C:18]2=[O:19])[NH2:25])[cH:6][cH:7][c:8]1[O:9][CH3:10]. The reactants are CC(C)=O, [K+], COC(=O)C1=C(C)NC(CCCCN=[N+]=[N-])=C(C(=O)OCCC#N)C1c1ccc([N+](=O)[O-])cc1, [OH-]. Product: COC(=O)C1=C(C)NC(CCCCN=[N+]=[N-])=C(C(=O)O)C1c1ccc([N+](=O)[O-])cc1. RXN SMILES: [CH3:37][C:38](=[O:39])[CH3:40].[K+:36].[N:1](=[N+:2]=[N-:3])[CH2:4][CH2:5][CH2:6][CH2:7][C:8]1=[C:13]([C:14](=[O:15])[O:16][CH2:17][CH2:18][C:19]#[N:20])[CH:12]([c:21]2[cH:22][cH:23][c:24]([N+:27](=[O:28])[O-:29])[cH:25][cH:26]2)[C:11]([C:30](=[O:31])[O:32][CH3:33])=[C:10]([CH3:34])[NH:9]1.[OH-:35]>>[N:1](=[N+:2]=[N-:3])[CH2:4][CH2:5][CH2:6][CH2:7][C:8]1=[C:13]([C:14](=[O:15])[OH:16])[CH:12]([c:21]2[cH:22][cH:23][c:24]([N+:27](=[O:28])[O-:29])[cH:25][cH:26]2)[C:11]([C:30](=[O:31])[O:32][CH3:33])=[C:10]([CH3:34])[NH:9]1. The reactants are [N+](=O)([O-])C1=CC=C(C=C1)O (4-nitrophenol), C(=O)([O-])[O-].[K+].[K+] (K2CO3), ClC=1C=CC(=C(C=O)C1)F (5-chloro-2-fluoro-benzaldehyde). The solvent is CN(C(C)=O)C (N,N-dimethylacetamide). The product is ClC=1C=CC(=C(C=O)C1)OC1=CC=C(C=C1)[N+](=O)[O-] (5-chloro-2-(4-nitro-phenoxy)-benzaldehyde). Isolated yield 73.7%. As a reaction SMILES: [Cl:1][C:2]1[CH:3]=[CH:4][C:5](F)=[C:6]([CH:9]=1)[CH:7]=[O:8].[N+:11]([C:14]1[CH:19]=[CH:18][C:17]([OH:20])=[CH:16][CH:15]=1)([O-:13])=[O:12].C([O-])([O-])=O.[K+].[K+]>CN(C)C(=O)C>[Cl:1][C:2]1[CH:3]=[CH:4][C:5]([O:20][C:17]2[CH:18]=[CH:19][C:14]([N+:11]([O-:13])=[O:12])=[CH:15][CH:16]=2)=[C:6]([CH:9]=1)[CH:7]=[O:8] |f:2.3.4|. Procedure: In a manner similar to the method described in Example 50a, 5-chloro-2-fluoro-benzaldehyde (1.71 g, 10.9 mmol) (Beta Pharma) was reacted with 4-nitrophenol (1.67 g, 12 mmol) (Aldrich) and K2CO3 in N,N-dimethylacetamide to give 5-chloro-2-(4-nitro-phenoxy)-benzaldehyde as a brown oil (Yield 2.23 g, 73%). The reactants are FC=1N=NC(=CC1)F (3,6-difluoropyridazine), F[B-](F)(F)F.C[O+](C)C (trimethyloxonium tetrafluoroborate), solvent A, solvent B, solvent B. The solvent is CO.O.CC(=O)O (MeOH water HOAc), CO.O.CC(=O)O (MeOH water HOAc). The product is F[B-](F)(F)F.FC=1N=[N+](C(=CC1)F)C (3,6-difluoro-1-methylpyridazinium tetrafluoroborate). Reaction SMILES: [F:1][C:2]1[N:3]=[N:4][C:5]([F:8])=[CH:6][CH:7]=1.[F:9][B-:10]([F:13])([F:12])[F:11].[CH3:14][O+](C)C>CO.O.CC(O)=O>[F:9][B-:10]([F:13])([F:12])[F:11].[F:1][C:2]1[N:3]=[N+:4]([CH3:14])[C:5]([F:8])=[CH:6][CH:7]=1 |f:1.2,3.4.5,6.7|. Procedure: To a stirred suspension of Raney nickel (16 g.) in MeOH (13 ml.) at 0° was added a solution of 3-azidomethyl-7-[2-(2-aminothiazol-4-yl)-2-((Z)-methoxy-imino)acetamido]ceph-3-em-4-carboxylic acid (2.96 g.) in MeOH/TFA (14 ml., 1.13 ml.). After effervescence ceased the mixture was diluted with MeOH and filtered through paper. The filtrate was evaporated, the residue purified by HPLC using water/HOAc/MeOH 79:1:20 v/v/v as eluant and the product dried over P2O5 to give 3-aminomethyl-7-[2-(2-aminothi... The reactants are COc1ccc(CN(Cc2ccc(OC)cc2)c2nc(C)nc(-c3cccnc3Nc3cncc(C)c3)n2)cc1, O=C(O)C(F)(F)F. The product is Cc1cncc(Nc2ncccc2-c2nc(C)nc(N)n2)c1. RXN SMILES: [CH3:1][O:2][c:3]1[cH:4][cH:5][c:6]([CH2:7][N:8]([c:9]2[n:10][c:11](-[c:16]3[c:17]([NH:22][c:23]4[cH:24][n:25][cH:26][c:27]([CH3:29])[cH:28]4)[n:18][cH:19][cH:20][cH:21]3)[n:12][c:13]([CH3:15])[n:14]2)[CH2:30][c:31]2[cH:32][cH:33][c:34]([O:35][CH3:36])[cH:37][cH:38]2)[cH:39][cH:40]1.[F:41][C:42]([F:43])([F:44])[C:45]([OH:46])=[O:47]>>[NH2:8][c:9]1[n:10][c:11](-[c:16]2[c:17]([NH:22][c:23]3[cH:24][n:25][cH:26][c:27]([CH3:29])[cH:28]3)[n:18][cH:19][cH:20][cH:21]2)[n:12][c:13]([CH3:15])[n:14]1. Starting materials: C(\C=C/C(=O)O)(=O)O (maleic acid), C(\C=C/C(=O)O)(=O)O (maleic acid), N (ammonia), C(\C=C/C(=O)[O-])(=O)[O-].[NH4+].[NH4+] (ammonium maleate). Run in O (water). Run at temperature 30 celsius, time 24 hour. Product: N[C@@H](CC(=O)[O-])C(=O)[O-].[NH4+].[NH4+] (ammonium L-aspartate). Isolated yield 99.0%. RXN SMILES: [C:1]([OH:8])(=[O:7])/[CH:2]=[CH:3]\[C:4]([OH:6])=[O:5].[NH3:9].C([O-])(=O)/C=C\C([O-])=O.[NH4+].[NH4+]>O>[NH2:9][C@H:2]([C:1]([O-:8])=[O:7])[CH2:3][C:4]([O-:6])=[O:5].[NH4+:9].[NH4+:9] |f:2.3.4,6.7.8|. Reported procedure: According to the same procedures of Example 1, 200 g maleic acid was dissolved in deionized water, and 235 g of 25 wt % aqueous ammonia solution was added thereon. The cells of Alcaligenes faecalis ATCC 8750 was added to 2 L of an ammonium maleate substrate solution containing 200 g maleic acid, and the substrate solution was gently stirred at 30° C. for 24 hours. After the reaction, ammonium L-aspartate was formed with a molar yield of 99.0% based on maleic acid. To the reaction solution from w...